This data is from the Open Reaction Database (ORD), a public repository of structured organic reaction records. The task is: describe an organic reaction: reactants, conditions, products, and yield The reactants are [OH-].[K+] (potassium hydroxide), C(#N)C(CCN(CCCC1=CC=CC=C1)C)(C1=CC=CC=C1)C1=CC=CC=C1 (1-cyano-1,1-diphenyl-3-[N-methyl-N-(3-phenylprop-I-yl)amino]propane). Run in O (water), C(C)O (ethanol). Conditions: temperature 150 celsius. Product: C1(=CC=CC=C1)C(C(=O)N)(CCN(CCCC1=CC=CC=C1)C)C1=CC=CC=C1 (2,2-diphenyl-4-[N-methyl-N-(3-phenylprop-1-yl)amino]butanamide). RXN SMILES: [OH-:1].[K+].[C:3]([C:5]([C:25]1[CH:30]=[CH:29][CH:28]=[CH:27][CH:26]=1)([C:19]1[CH:24]=[CH:23][CH:22]=[CH:21][CH:20]=1)[CH2:6][CH2:7][N:8]([CH3:18])[CH2:9][CH2:10][CH2:11][C:12]1[CH:17]=[CH:16][CH:15]=[CH:14][CH:13]=1)#[N:4]>O.C(O)C>[C:19]1([C:5]([C:25]2[CH:30]=[CH:29][CH:28]=[CH:27][CH:26]=2)([CH2:6][CH2:7][N:8]([CH3:18])[CH2:9][CH2:10][CH2:11][C:12]2[CH:13]=[CH:14][CH:15]=[CH:16][CH:17]=2)[C:3]([NH2:4])=[O:1])[CH:24]=[CH:23][CH:22]=[CH:21][CH:20]=1 |f:0.1|. Procedure: A solution of potassium hydroxide (0.2 g) in water (10 ml) was added to a solution of 1-cyano-1,1-diphenyl-3-[N-methyl-N-(3-phenylprop-I-yl)amino]propane (0.22 g--see Preparation 23) in ethanol (10 ml) and the mixture was heated at 150° C. for 20 hours in a stainless steel pressure vessel then concentrated in vacuo. Water (30 ml) was added to the residue and the mixture was extracted with dichloromethane (3×30 ml). The combined dichloromethane extracts were dried (Na2SO4) and concentrated in vac... The reactants are CCCc1c(OCCCOc2ccc(C(=O)C(=O)OCC)cc2)ccc(C(=O)OC)c1O, CO, [Na+], [OH-]. Product: CCCc1c(OCCCOc2ccc(C(=O)C(=O)O)cc2)ccc(C(=O)OC)c1O. RXN SMILES: [CH2:1]([CH3:2])[O:3][C:4]([C:5]([c:6]1[cH:7][cH:8][c:9]([O:12][CH2:13][CH2:14][CH2:15][O:16][c:17]2[c:18]([CH2:28][CH2:29][CH3:30])[c:19]([OH:27])[c:20]([C:23](=[O:24])[O:25][CH3:26])[cH:21][cH:22]2)[cH:10][cH:11]1)=[O:31])=[O:32].[CH3:35][OH:36].[Na+:34].[OH-:33]>>[O:3]=[C:4]([C:5]([c:6]1[cH:7][cH:8][c:9]([O:12][CH2:13][CH2:14][CH2:15][O:16][c:17]2[c:18]([CH2:28][CH2:29][CH3:30])[c:19]([OH:27])[c:20]([C:23](=[O:24])[O:25][CH3:26])[cH:21][cH:22]2)[cH:10][cH:11]1)=[O:31])[OH:32]. The reactants are C(C(=O)C1=CC=CC=C1)C1C(CCCC1)=O (2-phenacylcyclohexanone), yellow oil, C(C=1C(N)=CC=CC1)(=O)OC (methyl anthranilate), C(C)(=O)O (acetic acid). The solvent is O (water). Product: COC(=O)C1=C(C=CC=C1)N1C(=CC=2CCCCC12)C1=CC=CC=C1 (1-(2-Methoxycarbonylphenyl)-2-phenyl-4,5,6,7-tetrahydroindole). As a reaction SMILES: [CH2:1]([CH:10]1[CH2:15][CH2:14][CH2:13][CH2:12][C:11]1=O)[C:2]([C:4]1[CH:9]=[CH:8][CH:7]=[CH:6][CH:5]=1)=O.[C:17]([O:26][CH3:27])(=[O:25])[C:18]1[C:19](=[CH:21][CH:22]=[CH:23][CH:24]=1)[NH2:20].C(O)(=O)C>O>[CH3:27][O:26][C:17]([C:18]1[CH:24]=[CH:23][CH:22]=[CH:21][C:19]=1[N:20]1[C:11]2[CH2:12][CH2:13][CH2:14][CH2:15][C:10]=2[CH:1]=[C:2]1[C:4]1[CH:5]=[CH:6][CH:7]=[CH:8][CH:9]=1)=[O:25]. Reported procedure: A solution of 10.8 g. (0.05 mole) of 2-phenacylcyclohexanone, 7.55 g. (0.05 mole) of methyl anthranilate, and 30 ml. of glacial acetic acid was heated under reflux for 7 hours, cooled, and diluted with water. The layers were separated, and the aqueous phase was extracted with ether. The combined organic phase was washed with sodium bicarbonate solution, dried over sodium sulfate, and concentrated to an oil. Chromatography on silica gel with toluene as the eluent gave 2.91 g. (18%) of a yellow oi... The reactants are CC=1C=C(C(O)=CC1)O (4-methylcatechol), [OH-].[Na+] (NaOH), C(Cl)Cl (CH2Cl2). Solvent: C(C)(=O)OCC (ethyl acetate). Conditions: temperature 100 celsius. The product is C1OC=2C=C(C=CC2O1)C (3,4-Methylenedioxytoluene). Isolated yield 71.9%. Reaction SMILES: [CH3:1][C:2]1[CH:3]=[C:4]([OH:9])[C:5](=[CH:7][CH:8]=1)[OH:6].[OH-].[Na+].[CH2:12](Cl)Cl>C(OCC)(=O)C>[CH2:12]1[O:6][C:5]2[CH:7]=[CH:8][C:2]([CH3:1])=[CH:3][C:4]=2[O:9]1 |f:1.2|. Procedure: A mixture of 4-methylcatechol (26.0 g, 209.4 mmol) and NaOH (18.4 g, 461.0 mmol) in CH2Cl2 (40.0 mL) was heated to 100° C. under nitrogen for 2 hours. The solution was allowed to cool to ambient temperature and diluted with ethyl acetate (500 mL). The mixture was washed with NaHCO3 (200 mL) and H2O (2×200 mL). The organic layer was dried over Na2SO4, filtered and concentrated to give a crude oil. Flash chromatography eluting with hexane (100%) gradient to ether/hexane (1:1) afforded the title in... Reactants: Cc1cc(Br)c(NC(=O)CBr)c(Br)n1, O=C([O-])[O-], CC#N, [K+], [K+], OCCN1CCNCC1. Yields the product Cc1cc(Br)c(NC(=O)CN2CCN(CCO)CC2)c(Br)n1. As a reaction SMILES: [Br:1][c:2]1[n:3][c:4]([CH3:14])[cH:5][c:6]([Br:13])[c:7]1[NH:8][C:9]([CH2:10][Br:11])=[O:12].[C:24](=[O:25])([O-:26])[O-:27].[CH3:30][C:31]#[N:32].[K+:28].[K+:29].[OH:15][CH2:16][CH2:17][N:18]1[CH2:19][CH2:20][NH:21][CH2:22][CH2:23]1>>[Br:1][c:2]1[n:3][c:4]([CH3:14])[cH:5][c:6]([Br:13])[c:7]1[NH:8][C:9]([CH2:10][N:21]1[CH2:20][CH2:19][N:18]([CH2:17][CH2:16][OH:15])[CH2:23][CH2:22]1)=[O:12]. Starting materials: NC1=C(C(=O)O)C=C(C=C1)[N+](=O)[O-] (2-amino-5-nitrobenzoic acid), C(C)(=O)O.C(=N)N (formamidine acetate), ice water. Solvent: COC(C)O (methoxyethanol). Reaction conditions: temperature 115 celsius, time 30 minute. The product is [N+](=O)([O-])C=1C=C2C(=NC=NC2=CC1)O (6-nitroquinazolin-4-ol). RXN SMILES: [NH2:1][C:2]1[CH:10]=[CH:9][C:8]([N+:11]([O-:13])=[O:12])=[CH:7][C:3]=1[C:4]([OH:6])=O.C(O)(=O)C.[CH:18](N)=[NH:19]>COC(O)C>[N+:11]([C:8]1[CH:7]=[C:3]2[C:2](=[CH:10][CH:9]=1)[N:1]=[CH:18][N:19]=[C:4]2[OH:6])([O-:13])=[O:12] |f:1.2|. Procedure details: A mixture of 2-amino-5-nitrobenzoic acid (1000 g, 5 mol) and formamidine acetate (1000 g, 10 mol) were dissolved in methoxyethanol (4 L) and heated to 115° C. for 16 hours. After cooling the mixture to room temperature, ice water (5 L) was added and the mixture was stirred for 30 minutes before collecting the product (125 g, 14%) by filtration. Starting materials: Cc1ccccc1, FC(F)(F)C(Cl)=C(Cl)C(F)(F)F, [H-], [Na+], O, OCCO. Product: FC(F)(F)C(Cl)C1(C(F)(F)F)OCCO1. As a reaction SMILES: [CH3:13][c:14]1[cH:15][cH:16][cH:17][cH:18][cH:19]1.[Cl:1][C:2]([C:3]([F:4])([F:5])[F:6])=[C:7]([C:8]([F:9])([F:10])[F:11])[Cl:12].[H-:24].[Na+:25].[OH2:26].[OH:20][CH2:21][CH2:22][OH:23]>>[Cl:1][CH:2]([C:3]([F:4])([F:5])[F:6])[C:7]1([C:8]([F:9])([F:10])[F:11])[O:20][CH2:21][CH2:22][O:23]1. The reactants are CC(C)(C)OC(=O)N(Cc1ccc(CNC2(C)CCCc3cccnc32)cc1)Cc1ccccn1, CCN(C(C)C)C(C)C, C[Si](C)(C)CCOCn1c(CCl)nc2ccccc21, CN(C)C=O. The product is CC(C)(C)OC(=O)N(Cc1ccc(CN(Cc2nc3ccccc3n2COCC[Si](C)(C)C)C2(C)CCCc3cccnc32)cc1)Cc1ccccn1. RXN SMILES: [C:1]([CH3:2])([CH3:3])([CH3:4])[O:5][C:6](=[O:7])[N:8]([CH2:9][c:10]1[cH:11][cH:12][c:13]([CH2:16][NH:17][C:18]2([CH3:28])[CH2:19][CH2:20][CH2:21][c:22]3[cH:23][cH:24][cH:25][n:26][c:27]32)[cH:14][cH:15]1)[CH2:29][c:30]1[n:31][cH:32][cH:33][cH:34][cH:35]1.[CH:55]([N:56]([CH:57]([CH3:58])[CH3:59])[CH2:60][CH3:61])([CH3:62])[CH3:63].[Cl:36][CH2:37][c:38]1[n:39][c:40]2[c:41]([n:42]1[CH2:43][O:44][CH2:45][CH2:46][Si:47]([CH3:48])([CH3:49])[CH3:50])[cH:51][cH:52][cH:53][cH:54]2.[O:64]=[CH:65][N:66]([CH3:67])[CH3:68]>>[C:1]([CH3:2])([CH3:3])([CH3:4])[O:5][C:6](=[O:7])[N:8]([CH2:9][c:10]1[cH:11][cH:12][c:13]([CH2:16][N:17]([C:18]2([CH3:28])[CH2:19][CH2:20][CH2:21][c:22]3[cH:23][cH:24][cH:25][n:26][c:27]32)[CH2:37][c:38]2[n:39][c:40]3[c:41]([n:42]2[CH2:43][O:44][CH2:45][CH2:46][Si:47]([CH3:48])([CH3:49])[CH3:50])[cH:51][cH:52][cH:53][cH:54]3)[cH:14][cH:15]1)[CH2:29][c:30]1[n:31][cH:32][cH:33][cH:34][cH:35]1. Starting materials: CN1CCC(CC1)C1=CC=C(C=C1)[N+](=O)[O-] (1-methyl-4-(4-nitro-phenyl)-piperidine), [H][H] (hydrogen). Reagents/catalysts: [Pd] (palladium/charcoal). The solvent is C(C)O (ethanol), C1CCOC1 (THF). Product: CN1CCC(CC1)C1=CC=C(C=C1)N (4-(1-METHYL-PIPERIDIN-4-YL)-PHENYLAMINE). RXN SMILES: [CH3:1][N:2]1[CH2:7][CH2:6][CH:5]([C:8]2[CH:13]=[CH:12][C:11]([N+:14]([O-])=O)=[CH:10][CH:9]=2)[CH2:4][CH2:3]1.[H][H]>C(O)C.C1COCC1.[Pd]>[CH3:1][N:2]1[CH2:7][CH2:6][CH:5]([C:8]2[CH:9]=[CH:10][C:11]([NH2:14])=[CH:12][CH:13]=2)[CH2:4][CH2:3]1. Reported procedure: 4.3 g (19.5 mmol) 1-methyl-4-(4-nitro-phenyl)-piperidine are dissolved in a mixture of 60 ml of ethanol and 60 ml THF, combined with 2 g palladium/charcoal (10%) and hydrogenated at 1 bar hydrogen. Then the reaction mixture is suction filtered and the filtrate is concentrated by evaporation. Yield: 3.5 g The reactants are C(C)N(C1=C(C=C(C(=C1)OC)OC)C1CC=2C=CC(=CC2CC1)OC(C(C)(C)C)=O)C(C1=CC(=C(C=C1)O)F)=O (pivalic acid 6-{2-[ethyl(3-fluoro-4-hydroxybenzoyl)amino]-4,5-dimethoxyphenyl}-5,6,7,8-tetrahydronaphthalen-2-yl ester), ClCC(=O)N(C)CC(C)C (2-chloro-N-isobutyl-N-methylacetamide). The product is C(C)N(C1=C(C=C(C(=C1)OC)OC)C1CC=2C=CC(=CC2CC1)O)CC1=CC(=C(C=C1)OCCN(C)CC(C)C)F (6-{2-{Ethyl{3-fluoro-4-[2-(isobutylmethylamino)ethoxy]benzyl}amino}-4,5-dimethoxyphenyl}-5,6,7,8-tetrahydronaphthalen-2-ol). Yield: 7.7%. Reaction SMILES: [CH2:1]([N:3]([C:31](=O)[C:32]1[CH:37]=[CH:36][C:35]([OH:38])=[C:34]([F:39])[CH:33]=1)[C:4]1[CH:9]=[C:8]([O:10][CH3:11])[C:7]([O:12][CH3:13])=[CH:6][C:5]=1[CH:14]1[CH2:23][CH2:22][C:21]2[CH:20]=[C:19]([O:24]C(=O)C(C)(C)C)[CH:18]=[CH:17][C:16]=2[CH2:15]1)[CH3:2].Cl[CH2:42][C:43]([N:45]([CH2:47][CH:48]([CH3:50])[CH3:49])[CH3:46])=O>>[CH2:1]([N:3]([CH2:31][C:32]1[CH:37]=[CH:36][C:35]([O:38][CH2:42][CH2:43][N:45]([CH2:47][CH:48]([CH3:50])[CH3:49])[CH3:46])=[C:34]([F:39])[CH:33]=1)[C:4]1[CH:9]=[C:8]([O:10][CH3:11])[C:7]([O:12][CH3:13])=[CH:6][C:5]=1[CH:14]1[CH2:23][CH2:22][C:21]2[CH:20]=[C:19]([OH:24])[CH:18]=[CH:17][C:16]=2[CH2:15]1)[CH3:2]. Reported procedure: Synthesized from pivalic acid 6-{2-[ethyl(3-fluoro-4-hydroxybenzoyl)amino]-4,5-dimethoxyphenyl}-5,6,7,8-tetrahydronaphthalen-2-yl ester (19 mg) and 2-chloro-N-isobutyl-N-methylacetamide (12 mg) according to an analogous synthetic method to Example 404 and purified by LC-MS, the title compound (1.5 mg) was obtained.